describe an organic reaction: reactants, conditions, products, and yield From a dataset of the Open Reaction Database (ORD), a public repository of structured organic reaction records. Starting materials: CC(C)=O, O=C(O)c1ccc(O)cc1, CC(c1cccc2ccccc12)N(CC1CNCC1c1ccccc1)C(=O)OC(C)(C)C. The product is CC(c1cccc2ccccc12)N(CC1CN(C(=O)c2ccc(O)cc2)CC1c1ccccc1)C(=O)OC(C)(C)C. Reaction SMILES: [CH3:43][C:44](=[O:45])[CH3:46].[OH:33][C:34](=[O:35])[c:36]1[cH:37][cH:38][c:39]([OH:40])[cH:41][cH:42]1.[c:1]1([CH:11]([CH3:12])[N:13]([C:14]([O:15][C:16]([CH3:17])([CH3:18])[CH3:19])=[O:20])[CH2:21][CH:22]2[CH2:23][NH:24][CH2:25][CH:26]2[c:27]2[cH:28][cH:29][cH:30][cH:31][cH:32]2)[cH:2][cH:3][cH:4][c:5]2[cH:6][cH:7][cH:8][cH:9][c:10]12>>[c:1]1([CH:11]([CH3:12])[N:13]([C:14]([O:15][C:16]([CH3:17])([CH3:18])[CH3:19])=[O:20])[CH2:21][CH:22]2[CH2:23][N:24]([C:34](=[O:33])[c:36]3[cH:37][cH:38][c:39]([OH:40])[cH:41][cH:42]3)[CH2:25][CH:26]2[c:27]2[cH:28][cH:29][cH:30][cH:31][cH:32]2)[cH:2][cH:3][cH:4][c:5]2[cH:6][cH:7][cH:8][cH:9][c:10]12. Starting materials: CC=1N=CNC1CSCCN (4-Methyl-5-[(2-aminoethyl)thiomethyl]imidazole), C(#N)C=C(NC)OCC (1-cyano-2-ethoxy-2-methylaminoethylene). The solvent is N1=CC=CC=C1 (pyridine). Run at time 5 hour. Yields the product C(#N)C=C(NCCSCC1=C(N=CN1)C)NC (1-Cyano-2-methylamino-2-[2-(4-methyl-5-imidazolyl methylthio)ethylamino]ethylene). Reaction SMILES: [CH3:1][C:2]1[N:3]=[CH:4][NH:5][C:6]=1[CH2:7][S:8][CH2:9][CH2:10][NH2:11].[C:12]([CH:14]=[C:15](OCC)[NH:16][CH3:17])#[N:13]>N1C=CC=CC=1>[C:12]([CH:14]=[C:15]([NH:16][CH3:17])[NH:11][CH2:10][CH2:9][S:8][CH2:7][C:6]1[NH:5][CH:4]=[N:3][C:2]=1[CH3:1])#[N:13]. Reported procedure: 4-Methyl-5-[(2-aminoethyl)thiomethyl]imidazole (3.5 g) was added to a solution of 1-cyano-2-ethoxy-2-methylaminoethylene in pyridine (3.1 g) and the solution was stirred for 5 hours at 100°. The product was chromatographed on a column of neutral alumina with elution by chloroform/ethyl acetate (1:1) to give the title compound as a glass. Reactants: ClC=1C=C(C(N(N1)C)=O)NC1=NC=C(C=C1)C1CCN(CC1)C (6-chloro-2-methyl-4-(5-(1-methylpiperidin-4-yl)pyridin-2-ylamino)pyridazin-3(2H)-one), C(C)(=O)OCC1=C(C=CC=C1N1C(C2=C(C=C(C=C2C=N1)C(C)(C)C)F)=O)[B-](F)(F)F.[K+] (potassium (2-(acetoxymethyl)-3-(6-tert-butyl-8-fluoro-1-oxophthalazin-2(1H)-yl)phenyl)trifluoroborate), CC(C)C1=CC(=C(C(=C1)C(C)C)C2=C(C=CC=C2)P(C3CCCCC3)C4CCCCC4)C(C)C (xPhos), P(=O)([O-])([O-])[O-].[K+].[K+].[K+] (potassium phosphate), crude material. The reagents and catalysts are C=1C=CC(=CC1)/C=C/C(=O)/C=C/C2=CC=CC=C2.C=1C=CC(=CC1)/C=C/C(=O)/C=C/C2=CC=CC=C2.C=1C=CC(=CC1)/C=C/C(=O)/C=C/C2=CC=CC=C2.[Pd].[Pd] (tris(dibenzylideneacetone)dipalladium). The solvent is C(CCC)O.O (butanol water). Conditions: temperature 110 celsius. Product: C(C)(=O)OCC1=C(C=CC=C1C1=NN(C(C(=C1)NC1=NC=C(C=C1)C1CCN(CC1)C)=O)C)N1C(C2=C(C=C(C=C2C=N1)C(C)(C)C)F)=O (2-(6-tert-butyl-8-fluoro-1-oxophthalazin-2(1H)-yl)-6-(1-methyl-5-(5-(1-methylpiperidin-4-yl)pyridin-2-ylamino)-6-oxo-1,6-dihydropyridazin-3-yl)benzyl acetate). Isolated yield 75.6%. RXN SMILES: Cl[C:2]1[CH:3]=[C:4]([NH:10][C:11]2[CH:16]=[CH:15][C:14]([CH:17]3[CH2:22][CH2:21][N:20]([CH3:23])[CH2:19][CH2:18]3)=[CH:13][N:12]=2)[C:5](=[O:9])[N:6]([CH3:8])[N:7]=1.[C:24]([O:27][CH2:28][C:29]1[C:34]([N:35]2[N:44]=[CH:43][C:42]3[C:37](=[C:38]([F:49])[CH:39]=[C:40]([C:45]([CH3:48])([CH3:47])[CH3:46])[CH:41]=3)[C:36]2=[O:50])=[CH:33][CH:32]=[CH:31][C:30]=1[B-](F)(F)F)(=[O:26])[CH3:25].[K+].CC(C1C=C(C(C)C)C(C2C=CC=CC=2P(C2CCCCC2)C2CCCCC2)=C(C(C)C)C=1)C.P([O-])([O-])([O-])=O.[K+].[K+].[K+]>C(O)CCC.O.C1C=CC(/C=C/C(/C=C/C2C=CC=CC=2)=O)=CC=1.C1C=CC(/C=C/C(/C=C/C2C=CC=CC=2)=O)=CC=1.C1C=CC(/C=C/C(/C=C/C2C=CC=CC=2)=O)=CC=1.[Pd].[Pd]>[C:24]([O:27][CH2:28][C:29]1[C:30]([C:2]2[CH:3]=[C:4]([NH:10][C:11]3[CH:16]=[CH:15][C:14]([CH:17]4[CH2:22][CH2:21][N:20]([CH3:23])[CH2:19][CH2:18]4)=[CH:13][N:12]=3)[C:5](=[O:9])[N:6]([CH3:8])[N:7]=2)=[CH:31][CH:32]=[CH:33][C:34]=1[N:35]1[N:44]=[CH:43][C:42]2[C:37](=[C:38]([F:49])[CH:39]=[C:40]([C:45]([CH3:47])([CH3:46])[CH3:48])[CH:41]=2)[C:36]1=[O:50])(=[O:26])[CH3:25] |f:1.2,4.5.6.7,8.9,10.11.12.13.14|. Reported procedure: A mixture of 6-chloro-2-methyl-4-(5-(1-methylpiperidin-4-yl)pyridin-2-ylamino)pyridazin-3(2H)-one (1.06 g, 3.18 mmol), potassium (2-(acetoxymethyl)-3-(6-tert-butyl-8-fluoro-1-oxophthalazin-2(1H)-yl)phenyl)trifluoroborate (1.51 g, 3.18 mmol), xPhos (227 mg, 476 μmol) and potassium phosphate (1.48 g, 6.99 mmol) in 60 ml of butanol/water (5:1) was degassed with nitrogen for 10 minutes and bis(dibenzylideneacetone)palladium (0) (137 mg, 238 mmol) was added. The reaction mixture was heated to 110° C.... Starting materials: NC=1C=C(C=CC1N)C1=CC(=C(N)C=C1)N (3,3′-diaminobenzidine), OCCOC1=CC=C(C=O)C=C1 (4-(2-hydroxyethoxy)benzaldehyde). The product is N1C(=NC2=C1C=CC(=C2)C2=CC1=C(N=C(N1)C1=CC=C(C=C1)OCCO)C=C2)C2=CC=C(C=C2)OCCO (2,2′-((1H,3′H-[5,5′-bibenzo[d]imidazole]-2,2′-diylbis(4,1-phenylene))bis(oxy))diethanol). RXN SMILES: [NH2:1][C:2]1[CH:3]=[C:4]([C:9]2[CH:15]=[CH:14][C:12]([NH2:13])=[C:11]([NH2:16])[CH:10]=2)[CH:5]=[CH:6][C:7]=1[NH2:8].[OH:17][CH2:18][CH2:19][O:20][C:21]1[CH:28]=[CH:27][C:24]([CH:25]=O)=[CH:23][CH:22]=1>>[NH:8]1[C:7]2[CH:6]=[CH:5][C:4]([C:9]3[CH:15]=[CH:14][C:12]4[N:13]=[C:25]([C:24]5[CH:27]=[CH:28][C:21]([O:20][CH2:19][CH2:18][OH:17])=[CH:22][CH:23]=5)[NH:16][C:11]=4[CH:10]=3)=[CH:3][C:2]=2[N:1]=[C:25]1[C:24]1[CH:23]=[CH:22][C:21]([O:20][CH2:19][CH2:18][OH:17])=[CH:28][CH:27]=1. Procedure: Compound 260 was prepared according to the procedure similar to that described in Scheme III from 3,3′-diaminobenzidine and 4-(2-hydroxyethoxy)benzaldehyde. [M+H]+ calcd for C39H26N4O4: 507.20; found: 507.00. Reactants: COc1cc(C(=O)Cl)cc(OC)c1OC, Cl, COc1cc2c(cc1O)CN1CCc3cc(OC)c(OC)cc3C1C2, c1ccncc1. Product: COc1cc2c(cc1OC)C1Cc3cc(OC)c(OCc4cc(OC)c(OC)c(OC)c4)cc3CN1CC2. RXN SMILES: [CH3:27][O:28][c:29]1[cH:30][c:31]([C:32]([Cl:33])=[O:34])[cH:35][c:36]([O:40][CH3:41])[c:37]1[O:38][CH3:39].[ClH:1].[OH:2][c:3]1[c:4]([O:25][CH3:26])[cH:5][c:6]2[c:7]([cH:24]1)[CH2:8][N:9]1[CH2:10][CH2:11][c:12]3[c:13]([cH:16][c:17]([O:22][CH3:23])[c:18]([O:20][CH3:21])[cH:19]3)[CH:14]1[CH2:15]2.[cH:42]1[cH:43][cH:44][n:45][cH:46][cH:47]1>>[O:2]([c:3]1[c:4]([O:25][CH3:26])[cH:5][c:6]2[c:7]([cH:24]1)[CH2:8][N:9]1[CH2:10][CH2:11][c:12]3[c:13]([cH:16][c:17]([O:22][CH3:23])[c:18]([O:20][CH3:21])[cH:19]3)[CH:14]1[CH2:15]2)[CH2:32][c:31]1[cH:30][c:29]([O:28][CH3:27])[c:37]([O:38][CH3:39])[c:36]([O:40][CH3:41])[cH:35]1. Reactants: C(=C)OCC (Ethyl vinyl ether), C(C1=CC=CC=C1)O (benzyl alcohol). The reagents and catalysts are C(C)(=O)[O-].[Hg+] (mercury acetate). Product: C(=C)OCC1=CC=CC=C1 (benzyl vinyl ether). As a reaction SMILES: [CH:1]([O:3][CH2:4][CH3:5])=[CH2:2].C(O)[C:7]1[CH:12]=[CH:11]C=[CH:9][CH:8]=1>C([O-])(=O)C.[Hg+]>[CH:1]([O:3][CH2:4][C:5]1[CH:11]=[CH:12][CH:7]=[CH:8][CH:9]=1)=[CH2:2] |f:2.3|. Reported procedure: Ethyl vinyl ether was mixed in benzyl alcohol, to which was then added mercury acetate, and the mixture was stirred at room temperature for 12 hours. The reaction mixture was extracted with ethyl acetate and the ethyl acetate extract was washed with water, followed by distillation in vacuo to obtain benzyl vinyl ether. Starting materials: [H-].[Na+] (Sodium hydride), ClC1=C2C(C=CC(C2=C(C2=C(C=CC=C12)O)O)=O)=O (10-Chloro-8,9-dihydroxy-1,4-anthracenedione), ClC1=C2C(C=CC(C2=C(C2=C(C=CC=C12)O)O)=O)=O (10-Chloro-8,9-dihydroxy-1,4-anthracenedione), CI (methyl iodide), CI (methyl iodide). Solvent: CS(=O)C (dimethyl sulfoxide). Conditions: time 5 minute. Yields the product ClC1=C2C(C=CC(C2=C(C2=C(C=CC=C12)OC)O)=O)=O (10-Chloro-9-hydroxy-8-methoxy-1,4anthracenedione), solid. The yield is 88.0%. Reaction SMILES: [Cl:1][C:2]1[C:15]2[C:10](=[C:11]([OH:16])[CH:12]=[CH:13][CH:14]=2)[C:9]([OH:17])=[C:8]2[C:3]=1[C:4](=[O:19])[CH:5]=[CH:6][C:7]2=[O:18].[H-].[Na+].[CH3:22]I>CS(C)=O>[Cl:1][C:2]1[C:15]2[C:10](=[C:11]([O:16][CH3:22])[CH:12]=[CH:13][CH:14]=2)[C:9]([OH:17])=[C:8]2[C:3]=1[C:4](=[O:19])[CH:5]=[CH:6][C:7]2=[O:18] |f:1.2|. Procedure details: 10-Chloro-8, 9-dihydroxy-1,4-anthracenedione (compound 3) (100 mg) was dissolved with stirring in dry dimethyl sulfoxide (25 ml) under a nitrogen atmosphere. Sodium hydride (80% dispersion, 28.5 mg) was added to the solution in one aliquot. The resulting dark blue solution was stirred for 5 min then methyl iodide (156 mg, 0.1 ml) was added in one lot. Stirring was continued for 10 min then another aliquot of methyl iodide (0.1 ml) was added to the mixture. After a further 5 min the dark blue sol...